Dataset: the Open Reaction Database (ORD), a public repository of structured organic reaction records. Task: describe an organic reaction: reactants, conditions, products, and yield Yields the product CC(C)(C)Sc1c(C=O)ccc(I)c1Br. Reactants: O=Cc1ccc(I)c(Br)c1F, O=C([O-])[O-], CC(C)(C)S, [K+], [K+], CN(C)C=O, O. As a reaction SMILES: [Br:1][c:2]1[c:3]([F:11])[c:4]([CH:5]=[O:6])[cH:7][cH:8][c:9]1[I:10].[C:12](=[O:13])([O-:14])[O-:15].[CH3:18][C:19]([CH3:20])([CH3:21])[SH:22].[K+:16].[K+:17].[O:24]=[CH:25][N:26]([CH3:27])[CH3:28].[OH2:23]>>[Br:1][c:2]1[c:3]([S:22][C:19]([CH3:18])([CH3:20])[CH3:21])[c:4]([CH:5]=[O:6])[cH:7][cH:8][c:9]1[I:10].